Dataset: the Open Reaction Database (ORD), a public repository of structured organic reaction records. Task: describe an organic reaction: reactants, conditions, products, and yield The reactants are CN(C)C=O (DMF), COC(C1=CC(=C(C(=C1)F)OC)Br)=O (3-Bromo-5-fluoro-4-methoxy-benzoic acid methyl ester), ClC=1C=C(C=CC1OC)B(O)O (3-chloro-4-methoxyphenylboronic acid), C(=O)([O-])[O-].[Cs+].[Cs+] (Cs2CO3). Reagents/catalysts: [Pd].C1(=CC=CC=C1)P(C1=CC=CC=C1)C1=CC=CC=C1.C1(=CC=CC=C1)P(C1=CC=CC=C1)C1=CC=CC=C1.C1(=CC=CC=C1)P(C1=CC=CC=C1)C1=CC=CC=C1.C1(=CC=CC=C1)P(C1=CC=CC=C1)C1=CC=CC=C1 (tetrakis(triphenylphosphine) palladium(0)). The solvent is O (water), O (water). Conditions: temperature 45 celsius, time 2 hour. Yields the product COC(=O)C=1C=C(C(=C(C1)F)OC)C1=CC(=C(C=C1)OC)Cl (3′-Chloro-5-fluoro-6,4′-dimethoxy-biphenyl-3-carboxylic acid methyl ester). Yield: 81.0%. As a reaction SMILES: [CH3:1][O:2][C:3](=[O:14])[C:4]1[CH:9]=[C:8]([F:10])[C:7]([O:11][CH3:12])=[C:6](Br)[CH:5]=1.[Cl:15][C:16]1[CH:17]=[C:18](B(O)O)[CH:19]=[CH:20][C:21]=1[O:22][CH3:23].C([O-])([O-])=O.[Cs+].[Cs+].CN(C=O)C>[Pd].C1(P(C2C=CC=CC=2)C2C=CC=CC=2)C=CC=CC=1.C1(P(C2C=CC=CC=2)C2C=CC=CC=2)C=CC=CC=1.C1(P(C2C=CC=CC=2)C2C=CC=CC=2)C=CC=CC=1.C1(P(C2C=CC=CC=2)C2C=CC=CC=2)C=CC=CC=1.O>[CH3:1][O:2][C:3]([C:4]1[CH:5]=[C:6]([C:18]2[CH:19]=[CH:20][C:21]([O:22][CH3:23])=[C:16]([Cl:15])[CH:17]=2)[C:7]([O:11][CH3:12])=[C:8]([F:10])[CH:9]=1)=[O:14] |f:2.3.4,6.7.8.9.10|. Procedure: 500 mg of 3-Bromo-5-fluoro-4-methoxy-benzoic acid methyl ester, 532 mg of 3-chloro-4-methoxyphenylboronic acid, 110 mg of tetrakis(triphenylphosphine) palladium(0), and 2.5 g Cs2CO3 were dissolved using 16.5 ml of DMF and 3.5 ml of water. The reaction mixture was stirred at 45° C. for 2 h and then poured into 75 ml of water. The reaction mixture was then extracted three times using 50 ml of EA each. The organic layer was washed twice using 25 ml of a half-saturated aqueous NaCl-solution, dried u... The solvent is C(C)OCC (diethyl ether). Reaction conditions: temperature 25 celsius, time 90 hour. Reactants: C(C)OC(C)OC1=CC=C(C=C1)C(C)O (1-(4-(1-ethoxyethoxy)phenyl)ethanol), C(CCC)(=O)OCC(Cl)(Cl)Cl (2,2,2-trichloroethyl butyrate). Yield: 93.0%. Reported procedure: To 120 ml of anhydrous diethyl ether was added 21 g (0.1 mole) of 1-(4-(1-ethoxyethoxy)phenyl)ethanol, 22.4 g (0.1 mole) of 2,2,2-trichloroethyl butyrate and 25.2 g of Lipase P (commercially available from Amano Seiyaku Kabushiki Kaisha) and the mixture was reacted with stirring at 25° C. for 90 hours. The reaction mixture was filtered by suction to remove Lipase P, the filtrate was concentrated and the concentrate was then purified by silica gel chromatography [ethyl acetate/n-hexane=1/4 by vol... Yields the product C(C)OC(C)OC1=CC=C(C=C1)C(C)O (1-(4-(1-ethoxyethoxy)phenyl)ethanol), C(CCC)(=O)OC(C)C1=CC=C(C=C1)OC(C)OCC (1-(4-(1-ethoxyethoxy)phenyl)ethyl butyrate). RXN SMILES: [CH2:1]([O:3][CH:4]([O:6][C:7]1[CH:12]=[CH:11][C:10]([CH:13]([OH:15])[CH3:14])=[CH:9][CH:8]=1)[CH3:5])[CH3:2].[C:16](OCC(Cl)(Cl)Cl)(=[O:20])[CH2:17][CH2:18][CH3:19]>C(OCC)C>[CH2:1]([O:3][CH:4]([O:6][C:7]1[CH:8]=[CH:9][C:10]([CH:13]([OH:15])[CH3:14])=[CH:11][CH:12]=1)[CH3:5])[CH3:2].[C:16]([O:15][CH:13]([C:10]1[CH:9]=[CH:8][C:7]([O:6][CH:4]([O:3][CH2:1][CH3:2])[CH3:5])=[CH:12][CH:11]=1)[CH3:14])(=[O:20])[CH2:17][CH2:18][CH3:19]. Reactants: C=O, O=CO, Cl, Cl, OC1(C(CN2CCNCC2)c2cccc(OC(F)(F)F)c2)CCCCC1, [Na+], [OH-], O. Product: CN1CCN(CC(c2cccc(OC(F)(F)F)c2)C2(O)CCCCC2)CC1. Reaction SMILES: [CH2:29]=[O:30].[CH:34]([OH:35])=[O:36].[ClH:1].[ClH:2].[N:3]1([CH2:9][CH:10]([c:11]2[cH:12][c:13]([O:17][C:18]([F:19])([F:20])[F:21])[cH:14][cH:15][cH:16]2)[C:22]2([OH:28])[CH2:23][CH2:24][CH2:25][CH2:26][CH2:27]2)[CH2:4][CH2:5][NH:6][CH2:7][CH2:8]1.[Na+:33].[OH-:32].[OH2:31]>>[N:3]1([CH2:9][CH:10]([c:11]2[cH:12][c:13]([O:17][C:18]([F:19])([F:20])[F:21])[cH:14][cH:15][cH:16]2)[C:22]2([OH:28])[CH2:23][CH2:24][CH2:25][CH2:26][CH2:27]2)[CH2:4][CH2:5][N:6]([CH3:29])[CH2:7][CH2:8]1. Starting materials: CC(=O)Oc1cc(CC(=O)OC(C)(C)C)ccc1[N+](=O)[O-], C[Mg+], CCOCC, [Cl-], N#CC1=C(C#N)C(=O)C(Cl)=C(Cl)C1=O, C1CCOC1. Product: CC(=O)Oc1cc(CC(=O)OC(C)(C)C)cc(C)c1[N+](=O)[O-]. Reaction SMILES: [C:1]([CH3:2])(=[O:3])[O:4][c:5]1[cH:6][c:7]([CH2:14][C:15](=[O:16])[O:17][C:18]([CH3:19])([CH3:20])[CH3:21])[cH:8][cH:9][c:10]1[N+:11](=[O:12])[O-:13].[CH3:23][Mg+:24].[CH3:44][CH2:45][O:46][CH2:47][CH3:48].[Cl-:22].[Cl:25][C:26]1=[C:37]([Cl:38])[C:35](=[O:36])[C:32]([C:33]#[N:34])=[C:29]([C:30]#[N:31])[C:27]1=[O:28].[O:39]1[CH2:40][CH2:41][CH2:42][CH2:43]1>>[C:1]([CH3:2])(=[O:3])[O:4][c:5]1[cH:6][c:7]([CH2:14][C:15](=[O:16])[O:17][C:18]([CH3:19])([CH3:20])[CH3:21])[cH:8][c:9]([CH3:26])[c:10]1[N+:11](=[O:12])[O-:13].